This data is from the Open Reaction Database (ORD), a public repository of structured organic reaction records. The task is: describe an organic reaction: reactants, conditions, products, and yield Reactants: [O-][Br+2]([O-])[O-], CC#N, Cc1ccc(CO)cc1, [Na+], O. The product is Cc1ccc(C(=O)O)cc1. As a reaction SMILES: [Br+2:1]([O-:2])([O-:3])[O-:4].[C:16](#[N:17])[CH3:18].[CH3:6][c:7]1[cH:8][cH:9][c:10]([CH2:11][OH:12])[cH:13][cH:14]1.[Na+:5].[OH2:15]>>[O:2]=[C:11]([c:10]1[cH:9][cH:8][c:7]([CH3:6])[cH:14][cH:13]1)[OH:12]. Starting materials: O1CCCC1 (tetrahydrofuran), C(=O)N1CCNCC1 (1-formylpiperazine), CN(C(=O)Cl)C(=O)N(C)C (2,4,4-trimethylallophanyl chloride). Solvent: C(C)N(CC)CC (triethylamine). Yields the product C(=O)N1CCN(CC1)C(N(C(=O)N(C)C)C)=O (1-formyl-4-(2,4,4-trimethylallophanoyl)piperazine). Yield: 49.7%. Reaction SMILES: O1CCCC1.[CH:6]([N:8]1[CH2:13][CH2:12][NH:11][CH2:10][CH2:9]1)=[O:7].[CH3:14][N:15]([C:19]([N:21]([CH3:23])[CH3:22])=[O:20])[C:16](Cl)=[O:17]>C(N(CC)CC)C>[CH:6]([N:8]1[CH2:13][CH2:12][N:11]([C:16](=[O:17])[N:15]([CH3:14])[C:19]([N:21]([CH3:23])[CH3:22])=[O:20])[CH2:10][CH2:9]1)=[O:7]. Procedure details: Into 600 ml of tetrahydrofuran, were dissolved 41 g of 1-formylpiperazine and 54.5 g of triethylamine. To the solution, while being stirred and cooled in ice, was added dropwise 56 g of 2,4,4-trimethylallophanyl chloride. The mixture was allowed to react at room temperature for 6 hours and the precipitate was removed by filtration. The filtrate was concentrated and the residue was recrystallized from tetrahydrofuran to obtain 41 g of 1-formyl-4-(2,4,4-trimethylallophanoyl)piperazine. This compou... Starting materials: Cc1ccccc1, CC(C)(C)c1c([N+](=O)[O-])cc(C(N)=O)cc1[N+](=O)[O-], O=P(Cl)(Cl)Cl. Product: CC(C)(C)c1c([N+](=O)[O-])cc(C#N)cc1[N+](=O)[O-]. Reaction SMILES: [CH3:25][c:26]1[cH:27][cH:28][cH:29][cH:30][cH:31]1.[N+:6](=[O:7])([O-:8])[c:9]1[cH:10][c:11]([C:12](=[O:13])[NH2:14])[cH:15][c:16]([N+:22](=[O:23])[O-:24])[c:17]1[C:18]([CH3:19])([CH3:20])[CH3:21].[P:1]([Cl:2])([Cl:3])([Cl:4])=[O:5]>>[N+:6](=[O:7])([O-:8])[c:9]1[cH:10][c:11]([C:12]#[N:14])[cH:15][c:16]([N+:22](=[O:23])[O-:24])[c:17]1[C:18]([CH3:19])([CH3:20])[CH3:21]. Starting materials: CC(O)=S, CCOC(=O)C1Cc2ccccc2N1C(=O)C(C)Br, CCO, [Na]. Product: CCOC(=O)C1Cc2ccccc2N1C(=O)C(C)SC(C)=O. Reaction SMILES: [C:2]([CH3:3])(=[S:4])[OH:5].[CH2:6]([CH3:7])[O:8][C:9](=[O:10])[CH:11]1[N:12]([C:20]([CH:21]([CH3:22])[Br:23])=[O:24])[c:13]2[cH:14][cH:15][cH:16][cH:17][c:18]2[CH2:19]1.[CH3:25][CH2:26][OH:27].[Na:1]>>[C:2]([CH3:3])([S:4][CH:21]([C:20]([N:12]1[CH:11]([C:9]([O:8][CH2:6][CH3:7])=[O:10])[CH2:19][c:18]2[c:13]1[cH:14][cH:15][cH:16][cH:17]2)=[O:24])[CH3:22])=[O:5]. Starting materials: ClC=1C(=CC(=NC1)/C=C/C(=O)OC)C(C1=C(C=CC(=C1)F)F)S(=O)(=O)C1=CC=C(C=C1)Cl (methyl(E)-3-[5-chloro-4-[(4-chlorophenylsulfonyl)(2,5-difluorophenyl)methyl]pyridin-2-yl]acrylate). Solvent: C(C)O (ethanol), O1CCOCC1 (1,4-dioxane), C(C)O (ethanol), ClCCl (dichloromethane). Reaction conditions: time 30 minute. The product is ClC=1C(=CC(=NC1)CCC(=O)OC)C(C1=C(C=CC(=C1)F)F)S(=O)(=O)C1=CC=C(C=C1)Cl (Methyl 3-[5-chloro-4-[(4-chlorophenylsulfonyl)(2,5-difluorophenyl)methyl]pyridin-2-yl]propionate). Yield: 92.9%. As a reaction SMILES: [Cl:1][C:2]1[C:3]([CH:14]([S:23]([C:26]2[CH:31]=[CH:30][C:29]([Cl:32])=[CH:28][CH:27]=2)(=[O:25])=[O:24])[C:15]2[CH:20]=[C:19]([F:21])[CH:18]=[CH:17][C:16]=2[F:22])=[CH:4][C:5](/[CH:8]=[CH:9]/[C:10]([O:12][CH3:13])=[O:11])=[N:6][CH:7]=1>C(O)C.O1CCOCC1.ClCCl>[Cl:1][C:2]1[C:3]([CH:14]([S:23]([C:26]2[CH:27]=[CH:28][C:29]([Cl:32])=[CH:30][CH:31]=2)(=[O:25])=[O:24])[C:15]2[CH:20]=[C:19]([F:21])[CH:18]=[CH:17][C:16]=2[F:22])=[CH:4][C:5]([CH2:8][CH2:9][C:10]([O:12][CH3:13])=[O:11])=[N:6][CH:7]=1. Reported procedure: A Raney nickel suspension (“R-100”, product of Nikko Rika Corporation) was washed sequentially with water and ethanol to give a corresponding ethanol suspension. The resulting ethanol suspension (2 ml) was added to a solution of methyl(E)-3-[5-chloro-4-[(4-chlorophenylsulfonyl)(2,5-difluorophenyl)methyl]pyridin-2-yl]acrylate (770 mg, 1.55 mmol) in a mixture of ethanol (10 ml) and 1,4-dioxane (5 ml). Under a hydrogen atmosphere of 1 atmospheric pressure, the resulting mixture was stirred vigorous... The reactants are 5-2, CC(C)C[AlH]CC(C)C (DIBAL), [C@@H]([C@H](C(=O)[O-])O)(C(=O)[O-])O.[Na+].[K+] (Rochelle's salt), CCOCC (ether). The solvent is C1CCOC1 (THF). Reaction conditions: time 1 hour. The product is CC1(OCCO1)CCC=O (3-(2-Methyl-[1,3]dioxolan-2-yl)-propionaldehyde). As a reaction SMILES: [CH3:1][CH:2](C[AlH]CC(C)C)C.[C@H:10](O)([C:16]([O-:18])=[O:17])[C@@H:11](O)[C:12]([O-:14])=O.[Na+].[K+].[CH3:22]COCC>C1COCC1>[CH3:22][C:16]1([CH2:10][CH2:11][CH:12]=[O:14])[O:18][CH2:2][CH2:1][O:17]1 |f:1.2.3|. Procedure details: To a solution of 5-2 (44.74 g, 0.22 mol) in 400 mL THF at −78° C. was added DIBAL (264 mL 1 M in hexanes, 0.264 mol) over 10 minutes. After stirring for 1 h, 350 ml of 1.0 M Rochelle's salt and 300 ml ether was added followed by the removal of the cooling bath. After stirring for 1 h, the organic portion was separated and dried over Na2SO4. Evaporative removal of the solvent gave 4-3 as a colorless oil. Reactants: CO, C=CCOc1cc2c(cc1I)C(C)CN(C(=O)C(F)(F)F)CC2, [Na+], [OH-], O. The product is C=CCOc1cc2c(cc1I)C(C)CNCC2. As a reaction SMILES: [CH3:26][OH:27].[F:1][C:2]([F:3])([F:4])[C:22]([N:5]1[CH2:6][CH2:7][c:8]2[c:9]([cH:13][c:14]([I:21])[c:15]([O:17][CH2:18][CH:19]=[CH2:20])[cH:16]2)[CH:10]([CH3:12])[CH2:11]1)=[O:23].[Na+:25].[OH-:24].[OH2:28]>>[NH:5]1[CH2:6][CH2:7][c:8]2[c:9]([cH:13][c:14]([I:21])[c:15]([O:17][CH2:18][CH:19]=[CH2:20])[cH:16]2)[CH:10]([CH3:12])[CH2:11]1.